From a dataset of the Open Reaction Database (ORD), a public repository of structured organic reaction records. describe an organic reaction: reactants, conditions, products, and yield Reactants: C1N2CCC(C=3NC=4C=CC=CC4C31)CC2 (3,4,5,6-tetrahydro-1H-2,5-ethanoazepino[4,3-b]indole), BrC1=CC=C(C=C1)N1CCN(CC1)C (1-(4-bromophenyl)-4-methylpiperazine). Product: CN1CCN(CC1)C1=CC=C(C=C1)N1C2=C(C=3C=CC=CC13)CN1CCC2CC1 (6-[4-(4-methylpiperazin-1-yl)phenyl]-3,4,5,6-tetrahydro-1H-2,5-ethanoazepino[4,3-b]indole). As a reaction SMILES: [CH2:1]1[C:14]2[C:13]3[CH:12]=[CH:11][CH:10]=[CH:9][C:8]=3[NH:7][C:6]=2[CH:5]2[CH2:15][CH2:16][N:2]1[CH2:3][CH2:4]2.Br[C:18]1[CH:23]=[CH:22][C:21]([N:24]2[CH2:29][CH2:28][N:27]([CH3:30])[CH2:26][CH2:25]2)=[CH:20][CH:19]=1>>[CH3:30][N:27]1[CH2:28][CH2:29][N:24]([C:21]2[CH:20]=[CH:19][C:18]([N:7]3[C:8]4[CH:9]=[CH:10][CH:11]=[CH:12][C:13]=4[C:14]4[CH2:1][N:2]5[CH2:3][CH2:4][CH:5]([C:6]3=4)[CH2:15][CH2:16]5)=[CH:23][CH:22]=2)[CH2:25][CH2:26]1. Procedure details: The reaction of 3,4,5,6-tetrahydro-1H-2,5-ethanoazepino[4,3-b]indole (212 mg, 1.0 mmol; Example 187A) and 1-(4-bromophenyl)-4-methylpiperazine (255 mg, 1.0 mmol; Accela Chembio) was performed as described in Example 68 to afford the title compound: 1H NMR (300 MHz, methanol-d4) δ ppm 1.92-2.11 (m, 4H) 2.37 (s, 3H) 2.61-2.71 (m, 4H) 2.86-2.92 (m, 1H) 3.03-3.28 (m, 8H) 4.31 (s, 2H) 6.95-7.06 (m, 3H) 7.10-7.21 (m, 4H) 7.32-7.40 (m, 1H); MS (DCI/NH3) m/z 387 (M+H)+. Reactants: CC(=O)[O-], CC(=O)[O-], Cc1cc(C)[nH]n1, O=Cc1ccccc1B(O)O, ClCCl, [Cu+2], c1ccncc1. Product: Cc1cc(C)n(-c2ccccc2C=O)n1. RXN SMILES: [C:28]([O-:29])(=[O:30])[CH3:31].[C:33]([O-:34])(=[O:35])[CH3:36].[CH3:12][c:13]1[n:14][nH:15][c:16]([CH3:18])[cH:17]1.[CH:1](=[O:2])[c:3]1[c:4]([B:9]([OH:10])[OH:11])[cH:5][cH:6][cH:7][cH:8]1.[Cl:25][CH2:26][Cl:27].[Cu+2:32].[cH:19]1[cH:20][cH:21][n:22][cH:23][cH:24]1>>[CH:1](=[O:2])[c:3]1[c:4](-[n:15]2[n:14][c:13]([CH3:12])[cH:17][c:16]2[CH3:18])[cH:5][cH:6][cH:7][cH:8]1.